From a dataset of the Open Reaction Database (ORD), a public repository of structured organic reaction records. describe an organic reaction: reactants, conditions, products, and yield The reactants are CSC(=NCCSCc1nccs1)NC#N, C#CCN, CO. Product: C#CCNC(=NCCSCc1nccs1)NC#N. As a reaction SMILES: [C:1](#[N:2])[NH:3][C:4]([S:5][CH3:6])=[N:7][CH2:8][CH2:9][S:10][CH2:11][c:12]1[s:13][cH:14][cH:15][n:16]1.[CH2:17]([C:18]#[CH:19])[NH2:20].[CH3:21][OH:22]>>[C:1](#[N:2])[NH:3][C:4](=[N:7][CH2:8][CH2:9][S:10][CH2:11][c:12]1[s:13][cH:14][cH:15][n:16]1)[NH:20][CH2:17][C:18]#[CH:19].